Task: describe an organic reaction: reactants, conditions, products, and yield. Dataset: the Open Reaction Database (ORD), a public repository of structured organic reaction records Yields the product C[Si](CCOC(NC1=CC(=C(C=C1)C(C)O)Cl)=O)(C)C ([3-Chloro-4-(1-hydroxy-ethyl)-phenyl]-carbamic acid 2-trimethylsilanyl-ethyl ester). RXN SMILES: [CH3:1][Si:2]([CH3:19])([CH3:18])[CH2:3][CH2:4][O:5][C:6](=[O:17])[NH:7][C:8]1[CH:13]=[CH:12][C:11]([CH:14]=[CH2:15])=[C:10]([Cl:16])[CH:9]=1.[BH4-].[Na+].[OH2:22]>O1CCCC1.[OH-].[Na+]>[CH3:19][Si:2]([CH3:1])([CH3:18])[CH2:3][CH2:4][O:5][C:6](=[O:17])[NH:7][C:8]1[CH:13]=[CH:12][C:11]([CH:14]([OH:22])[CH3:15])=[C:10]([Cl:16])[CH:9]=1 |f:1.2,5.6|. Reaction conditions: time 15 hour. Starting materials: solution, [BH4-].[Na+] (sodium borohydride), C[Si](CCOC(NC1=CC(=C(C=C1)C=C)Cl)=O)(C)C ((3-Chloro-4-vinyl-phenyl)-carbamic acid 2-trimethylsilanyl-ethyl ester), mercuric acetate, O (water). Run in [OH-].[Na+] (sodium hydroxide), [OH-].[Na+] (sodium hydroxide), O1CCCC1 (tetrahydrofuran). Reported procedure: (3-Chloro-4-vinyl-phenyl)-carbamic acid 2-trimethylsilanyl-ethyl ester (2.6 g) is added to a solution of mercuric acetate (3.48 g) in water (7 mL) and tetrahydrofuran (5.25 mL) and the mixture is stirred for approximately 15 hours. 3N Aqueous sodium hydroxide (8.7 mL) and a 0.5 M solution of sodium borohydride in 3N aqueous sodium hydroxide (8.7 mL) are then added and stirring is continued for 6 hours. The solution is then saturated with sodium chloride and extracted with ethyl acetate. These or... The reactants are [Si]([O-])([O-])([O-])[O-].[Ca+2].[Ca+2] (Calcium silicate), [OH-].[Ca+2].[OH-] (calcium hydroxide). Yields the product O.[Si]([O-])([O-])([O-])[O-].[Ca+2].[Ca+2] (calcium silicate hydrate), O.[OH-].[Ca+2].[OH-] (calcium hydroxide hydrate). Reaction SMILES: [Si:1]([O-:5])([O-:4])([O-:3])[O-:2].[Ca+2:6].[Ca+2].[OH-:8].[Ca+2].[OH-]>>[OH2:2].[Si:1]([O-:5])([O-:4])([O-:3])[O-:2].[Ca+2:6].[Ca+2:6].[OH2:8].[OH-:2].[Ca+2:6].[OH-:2] |f:0.1.2,3.4.5,6.7.8.9,10.11.12.13|. Reported procedure: Calcium silicate in cement and the calcium hydroxide source material added cause, by hydration, calcium silicate hydrate and calcium hydroxide crystals, respectively, to precipitate out. By carrying out a grinding operation on that occasion simultaneously with the hydration reaction, the crystal growth of hydration reaction products is suppressed by the impact and friction between grinding media (milling balls etc.) and the materials to be ground (hydration reaction products) and, as a result, v... Reactants: N1=C(C=CC=C1)CCl (picolyl chloride), COC1=C(C=CC(=C1)OC1CCNCC1)CC(=O)N1C(CN(CC1)C1=C(C=CC=C1)C)C(=O)N (1-(2-Methoxy-4-(4-piperidyloxy)phenylacetyl)-4-(2-methylphenyl) piperazine-2-carboxamide), C(C)(C)N(CC)C(C)C (diisopropylethylamine), N1=C(C=CC=C1)CCl (picolyl chloride), C(C)(C)N(CC)C(C)C (DIEA). Solvent: CN(C=O)C (N,N-dimethylformamide). Reaction conditions: time 8 hour. The product is COC1=C(C=CC(=C1)OC1CCN(CC1)CC=1C=NC=CC1)CC(=O)N1C(CN(CC1)C1=C(C=CC=C1)C)C(=O)N (1-(2-Methoxy-4-(-1-((pyrid-3-yl)methyl)-4-piperidyloxy)phenylacetyl)-4-(2-methylphenyl) piperazine-2-carboxamide). As a reaction SMILES: [CH3:1][O:2][C:3]1[CH:8]=[C:7]([O:9][CH:10]2[CH2:15][CH2:14][NH:13][CH2:12][CH2:11]2)[CH:6]=[CH:5][C:4]=1[CH2:16][C:17]([N:19]1[CH2:24][CH2:23][N:22]([C:25]2[CH:30]=[CH:29][CH:28]=[CH:27][C:26]=2[CH3:31])[CH2:21][CH:20]1[C:32]([NH2:34])=[O:33])=[O:18].[CH:35](N(C(C)C)CC)(C)C.[N:44]1[CH:49]=[CH:48][CH:47]=[CH:46][C:45]=1CCl>CN(C)C=O>[CH3:1][O:2][C:3]1[CH:8]=[C:7]([O:9][CH:10]2[CH2:15][CH2:14][N:13]([CH2:35][C:48]3[CH:49]=[N:44][CH:45]=[CH:46][CH:47]=3)[CH2:12][CH2:11]2)[CH:6]=[CH:5][C:4]=1[CH2:16][C:17]([N:19]1[CH2:24][CH2:23][N:22]([C:25]2[CH:30]=[CH:29][CH:28]=[CH:27][C:26]=2[CH3:31])[CH2:21][CH:20]1[C:32]([NH2:34])=[O:33])=[O:18]. Procedure: 1-(2-Methoxy-4-(4-piperidyloxy)phenylacetyl)-4-(2-methylphenyl) piperazine-2-carboxamide (110 mg, 0.236 mmole) was dissolved in 3 ml of dry N,N-dimethylformamide. To this solution was added 86 μL (0.496 mmole) of diisopropylethylamine (DIEA) and 43 mg (0.26 mmole) of picolyl chloride. The reaction mixture was stirred at ambient temperature overnight and then was treated with an additional 20 mg of picolyl chloride. The pH of the reaction mixture was adjusted to 9 with DIEA and stirring was conti... The reactants are N#Cc1ccc2cc[nH]c2c1, CC(=O)O, O, c1ccncc1. The product is O=Cc1ccc2cc[nH]c2c1. Reaction SMILES: [C:1](#[N:2])[c:3]1[cH:4][cH:5][c:6]2[cH:7][cH:8][nH:9][c:10]2[cH:11]1.[CH3:19][C:20](=[O:21])[OH:22].[OH2:18].[cH:12]1[cH:13][cH:14][n:15][cH:16][cH:17]1>>[CH:1]([c:3]1[cH:4][cH:5][c:6]2[cH:7][cH:8][nH:9][c:10]2[cH:11]1)=[O:18]. The reactants are COC(C=1C(N)=CC=C(C1)Cl)=O (5-chloroanthranilic acid methyl ester), C([O-])([O-])=O.[K+].[K+] (potassium carbonate), C(CCC)O (n-butanol). Run at time 6 hour. The product is 211, C(CCC)OC(C=1C(N)=CC=C(C1)Cl)=O (5-chloroanthranilic acid-n-butyl ester). The yield is 93.0%. As a reaction SMILES: [CH3:1][O:2][C:3](=[O:12])[C:4]1[C:5](=[CH:7][CH:8]=[C:9]([Cl:11])[CH:10]=1)[NH2:6].C(=O)([O-])[O-].[K+].[K+].[CH2:19](O)[CH2:20][CH2:21]C>>[CH2:1]([O:2][C:3](=[O:12])[C:4]1[C:5](=[CH:7][CH:8]=[C:9]([Cl:11])[CH:10]=1)[NH2:6])[CH2:19][CH2:20][CH3:21] |f:1.2.3|. Procedure details: 186 parts of 5-chloroanthranilic acid methyl ester, 150 parts of n-butanol and 10 parts of potassium carbonate are refluxed for half an hour. The separated methanol is then distilled off over a column. Distillation is continued until the boiling point of n-butanol is reached, then after addition of 4 parts each of bleaching earth and of active charcoal the hot mixture is filtered and agitated with 100 parts of acetone and 200 parts of ice. The reaction lasts for about 6 hours. The precipitate is... Reactants: CCO, CCOC(=O)c1nnc(NC(=O)c2nnn(Cc3ccc(Cl)c(Cl)c3)c2C)s1, [Na+], [OH-]. Yields the product Cc1c(C(=O)Nc2nncs2)nnn1Cc1ccc(Cl)c(Cl)c1. Reaction SMILES: [CH3:31][CH2:32][OH:33].[Cl:1][c:2]1[cH:3][c:4]([CH2:9][n:10]2[n:11][n:12][c:13]([C:16](=[O:17])[NH:18][c:19]3[n:20][n:21][c:22]([C:24]([O:25][CH2:26][CH3:27])=[O:28])[s:23]3)[c:14]2[CH3:15])[cH:5][cH:6][c:7]1[Cl:8].[Na+:30].[OH-:29]>>[Cl:1][c:2]1[cH:3][c:4]([CH2:9][n:10]2[n:11][n:12][c:13]([C:16](=[O:17])[NH:18][c:19]3[n:20][n:21][cH:22][s:23]3)[c:14]2[CH3:15])[cH:5][cH:6][c:7]1[Cl:8]. The reactants are O=c1onc2n1C(CBr)CCCC2, CC[O-], CCO, [Na+]. The product is CCOCC1CCCCc2noc(=O)n21. RXN SMILES: [Br:1][CH2:2][CH:3]1[CH2:4][CH2:5][CH2:6][CH2:7][c:8]2[n:9]1[c:10](=[O:13])[o:11][n:12]2.[CH3:15][CH2:16][O-:17].[CH3:18][CH2:19][OH:20].[Na+:14]>>[CH2:2]([CH:3]1[CH2:4][CH2:5][CH2:6][CH2:7][c:8]2[n:9]1[c:10](=[O:13])[o:11][n:12]2)[O:17][CH2:16][CH3:15].